The task is: describe an organic reaction: reactants, conditions, products, and yield. This data is from the Open Reaction Database (ORD), a public repository of structured organic reaction records. The reactants are ClCCCCOC=1C=CC2=C(C(OC(N2)=O)(C)C)C1 (6-(4-chlorobutoxy)-4,4-dimethyl-4H-3,1-benzoxazin-2-one), SC1=[N+](C=CC=C1)[O-] (2-mercapto-pyridine-1-oxide). Product: [O-][N+]1=C(C=CC=C1)SCCCCOC=1C=CC2=C(C(OC(N2)=O)(C)C)C1 (6-[4-(1-Oxido-2-pyridylmercapto)-butoxy]-4,4-dimethyl-4H-3,1-benzoxazin-2-one). RXN SMILES: Cl[CH2:2][CH2:3][CH2:4][CH2:5][O:6][C:7]1[CH:8]=[CH:9][C:10]2[NH:15][C:14](=[O:16])[O:13][C:12]([CH3:18])([CH3:17])[C:11]=2[CH:19]=1.[SH:20][C:21]1[CH:26]=[CH:25][CH:24]=[CH:23][N+:22]=1[O-:27]>>[O-:27][N+:22]1[CH:23]=[CH:24][CH:25]=[CH:26][C:21]=1[S:20][CH2:2][CH2:3][CH2:4][CH2:5][O:6][C:7]1[CH:8]=[CH:9][C:10]2[NH:15][C:14](=[O:16])[O:13][C:12]([CH3:18])([CH3:17])[C:11]=2[CH:19]=1. Procedure details: Prepared analogously to Example 1 from 6-(4-chlorobutoxy)-4,4-dimethyl-4H-3,1-benzoxazin-2-one and 2-mercapto-pyridine-1-oxide. Starting materials: C=CC(=O)OCC, CC(=O)[O-], CC(=O)[O-], CC#N, CC(C)O, [Co+2], O, CCOC(=O)C(O)CC(C)(C)O. Yields the product CC1(C)CC(O)C(=O)O1. RXN SMILES: [C:1]([O:2][CH2:3][CH3:4])(=[O:5])[CH:6]=[CH2:7].[C:25]([O-:26])(=[O:27])[CH3:28].[C:30]([O-:31])(=[O:32])[CH3:33].[CH3:34][C:35]#[N:36].[CH3:8][CH:9]([OH:10])[CH3:11].[Co+2:29].[O:12].[OH:13][CH:14]([C:15]([O:17][CH2:16][CH3:18])=[O:19])[CH2:20][C:21]([CH3:22])([CH3:23])[OH:24]>>[OH:13][CH:14]1[C:15](=[O:17])[O:24][C:21]([CH3:22])([CH3:23])[CH2:20]1. The reactants are C[Si](C)(C)C=1OC=CC1C=O (Trimethylsilyl-3-furanaldehyde), O1CCCC1 (tetrahydrofuran), BrCCCCCCCCCCCO[Si](C)(C)C(C)(C)C (1-bromo-11-t-butyldimethylsiloxyundecane), O1CCCC1 (tetrahydrofuran), [Mg] (magnesium), O1CCCC1 (tetrahydrofuran), O1CCCC1 (tetrahydrofuran). Reaction conditions: time 1 hour. Yields the product O([Si](C)(C)C(C)(C)C)CCCCCCCCCCCC(O)C=1C=C(OC1)[Si](C)(C)C (4-(12-t-butyldimethylsiloxy-1-hydroxydodecyl)-2-trimethylsilylfuran). As a reaction SMILES: [Mg].Br[CH2:3][CH2:4][CH2:5][CH2:6][CH2:7][CH2:8][CH2:9][CH2:10][CH2:11][CH2:12][CH2:13][O:14][Si:15]([C:18]([CH3:21])([CH3:20])[CH3:19])([CH3:17])[CH3:16].[CH3:22][Si:23]([C:26]1[O:27][CH:28]=[CH:29][C:30]=1C=O)([CH3:25])[CH3:24].[O:33]1CCC[CH2:34]1>>[O:14]([CH2:13][CH2:12][CH2:11][CH2:10][CH2:9][CH2:8][CH2:7][CH2:6][CH2:5][CH2:4][CH2:3][CH:34]([C:29]1[CH:30]=[C:26]([Si:23]([CH3:22])([CH3:24])[CH3:25])[O:27][CH:28]=1)[OH:33])[Si:15]([C:18]([CH3:21])([CH3:20])[CH3:19])([CH3:17])[CH3:16]. Procedure: To a stirred suspension of magnesium turnings (0.142 g, 5.9 mmol) in tetrahydrofuran (1 ml) at room temperature under nitrogen was added a solution of 1-bromo-11-t-butyldimethylsiloxyundecane (1.06 g, 2.9 mmol) in tetrahydrofuran (1.5 ml). This mixture was heated to reflux and stirred for 1 hour, then cooled to 0° and diluted with tetrahydrofuran (3 ml). Trimethylsilyl-3-furanaldehyde (0.491 g, 2.9 mmol) was added dropwise in 2 ml of tetrahydrofuran. The solution was stirred for 1 hour at 0°, 4.... Reaction SMILES: [O:1]=[C:2]1[CH2:7][CH2:6][CH2:5][CH2:4][CH:3]1[C:8]([O:10][CH2:11][CH3:12])=[O:9].[CH2:13](O)[CH2:14][OH:15].C12(CS(O)(=O)=O)C(C)(C)C(CC1)CC2=O>C1(C)C=CC=CC=1.C(OCC)C>[O:15]1[C:2]2([CH2:7][CH2:6][CH2:5][CH2:4][CH:3]2[C:8]([O:10][CH2:11][CH3:12])=[O:9])[O:1][CH2:13][CH2:14]1. Reactants: O=C1C(CCCC1)C(=O)OCC (Ethyl 2-oxocyclohexane carboxylate), C(CO)O (ethylene glycol), C12(C(=O)CC(CC1)C2(C)C)CS(=O)(=O)O (camphorsulfonic acid). The product is crude product, O1CCOC12C(CCCC2)C(=O)OCC (Ethyl 1,4-dioxaspiro[4.5]decane-6-carboxylate). The solvent is C1(=CC=CC=C1)C (toluene), C(C)OCC (diethyl ether). Reported procedure: Ethyl 2-oxocyclohexane carboxylate (11.3 g) and ethylene glycol (11 mL) were dissolved in toluene (100 mL). To the reaction mixture camphorsulfonic acid (1.03 g) was added and refluxed for 8 hours with Dean-Stark apparatus. The reaction mixture was cooled to room temperature, diluted with diethyl ether and washed with saturated aqueous sodium hydrogencarbonate solution. The extract washed with saturated brine, dried over anhydrous magnesium sulfate, and from which the solvent was distilled off t... Yields the product Cc1oc(-c2ccccc2)nc1COc1ccc(CCCC#N)cc1. Reaction SMILES: [CH3:1][c:2]1[c:3]([CH2:13][O:14][c:15]2[cH:16][cH:17][c:18]([CH2:21][CH2:22][CH2:23][Br:24])[cH:19][cH:20]2)[n:4][c:5](-[c:7]2[cH:8][cH:9][cH:10][cH:11][cH:12]2)[o:6]1.[CH3:28][N:29]([CH3:30])[CH:31]=[O:32].[K:25][C:26]#[N:27].[OH2:33]>>[CH3:1][c:2]1[c:3]([CH2:13][O:14][c:15]2[cH:16][cH:17][c:18]([CH2:21][CH2:22][CH2:23][C:26]#[N:27])[cH:19][cH:20]2)[n:4][c:5](-[c:7]2[cH:8][cH:9][cH:10][cH:11][cH:12]2)[o:6]1. Starting materials: Cc1oc(-c2ccccc2)nc1COc1ccc(CCCBr)cc1, CN(C)C=O, N#C[K], O. Reactants: N(=[N+]=[N-])C(C)(C)C1=CC(=C(C=C1)NC(=O)C=1NC=C(N1)C#N)C1=CCCCC1 (4-cyano-1H-imidazole-2-carboxylic acid [4-(1-azido-1-methyl-ethyl)-2-cyclohex-1-enyl-phenyl]-amide), C(C)(=O)O (acetic acid). Reagents/catalysts: [Zn] (zinc). Run in C1CCOC1 (THF). Reaction conditions: time 3 hour. The product is C(C)(=O)O.NC(C)(C)C1=CC(=C(C=C1)NC(=O)C=1NC=C(N1)C#N)C1=CCCCC1 (4-Cyano-1H-imidazole-2-carboxylic acid [4-(1-amino-1-methyl-ethyl)-2-cyclohex-1-enyl-phenyl]-amide acetic acid salt). Yield: 91.0%. RXN SMILES: [N:1]([C:4]([C:7]1[CH:12]=[CH:11][C:10]([NH:13][C:14]([C:16]2[NH:17][CH:18]=[C:19]([C:21]#[N:22])[N:20]=2)=[O:15])=[C:9]([C:23]2[CH2:28][CH2:27][CH2:26][CH2:25][CH:24]=2)[CH:8]=1)([CH3:6])[CH3:5])=[N+]=[N-].[C:29]([OH:32])(=[O:31])[CH3:30]>C1COCC1.[Zn]>[C:29]([OH:32])(=[O:31])[CH3:30].[NH2:1][C:4]([C:7]1[CH:12]=[CH:11][C:10]([NH:13][C:14]([C:16]2[NH:17][CH:18]=[C:19]([C:21]#[N:22])[N:20]=2)=[O:15])=[C:9]([C:23]2[CH2:28][CH2:27][CH2:26][CH2:25][CH:24]=2)[CH:8]=1)([CH3:6])[CH3:5] |f:4.5|. Procedure: To a mixture of 4-cyano-1H-imidazole-2-carboxylic acid [4-(1-azido-1-methyl-ethyl)-2-cyclohex-1-enyl-phenyl]-amide (as prepared in the previous step, 13.6 mg, 0.0362 mmol) and zinc (9.5 mg, 0.15 mmol) in 1 mL of THF was added acetic acid (0.20 mL). The resulting mixture was stirred at RT for 3 h under Ar. The solid was removed by filtration on Celite and the filtrate was concentrated in vacuo to give a light brown oil. The mixture was triturated with DCM (2×4 mL). The solvent was removed by filt... Reactants: CN1CC2=CC=CC(=C2C1)NC(C)=O (N-(2,3-dihydro-2-methyl-1H-isoindol-4-yl)acetamide), Cl (hydrochloric acid), Cl(=O)[O-].[Na+] (sodium chlorite). Run in C(C)O (ethanol). Run at time 4 hour. Yields the product ClC=1C=CC(=C2CN(CC12)C)NC(C)=O (N-(7-chloro-2,3-dihydro-2-methyl-1H-isoindol-4-yl)acetamide). Reaction SMILES: [CH3:1][N:2]1[CH2:10][C:9]2[C:4](=[CH:5][CH:6]=[CH:7][C:8]=2[NH:11][C:12](=[O:14])[CH3:13])[CH2:3]1.Cl.[Cl:16]([O-])=O.[Na+]>C(O)C>[Cl:16][C:5]1[CH:6]=[CH:7][C:8]([NH:11][C:12](=[O:14])[CH3:13])=[C:9]2[C:4]=1[CH2:3][N:2]([CH3:1])[CH2:10]2 |f:2.3|. Procedure: A mixture of N-(2,3-dihydro-2-methyl-1H-isoindol-4-yl)acetamide (20 g), hydrochloric acid (37%, 2.5 mL), and sodium chlorite (15%, 10 ml) in 96% ethanol (20 mL) was stirred at room temperature for 4 hours. The solvent was removed by evaporation, whereafter the residue was treated with saturated Na2CO3 in water to pH=7. The precipitated product was filtered off and washed with water and ether. Yield 1.1 g, mp 147-150° C.